Dataset: the Open Reaction Database (ORD), a public repository of structured organic reaction records. Task: describe an organic reaction: reactants, conditions, products, and yield Starting materials: CN(C)C=O, O=C(c1ccc2[nH]c(C(=O)N3CCC(F)(F)CC3)cc2c1)N1CCN(C2CCC2)CC1, BrCC1CC1, [H-], [Na+]. The product is O=C(c1ccc2c(c1)cc(C(=O)N1CCC(F)(F)CC1)n2CC1CC1)N1CCN(C2CCC2)CC1. RXN SMILES: [CH3:39][N:40]([CH3:41])[CH:42]=[O:43].[CH:1]1([N:5]2[CH2:6][CH2:7][N:8]([C:11](=[O:12])[c:13]3[cH:14][c:15]4[cH:16][c:17]([C:22](=[O:23])[N:24]5[CH2:25][CH2:26][C:27]([F:30])([F:31])[CH2:28][CH2:29]5)[nH:18][c:19]4[cH:20][cH:21]3)[CH2:9][CH2:10]2)[CH2:2][CH2:3][CH2:4]1.[CH:34]1([CH2:37][Br:38])[CH2:35][CH2:36]1.[H-:32].[Na+:33]>>[CH:1]1([N:5]2[CH2:6][CH2:7][N:8]([C:11](=[O:12])[c:13]3[cH:14][c:15]4[cH:16][c:17]([C:22](=[O:23])[N:24]5[CH2:25][CH2:26][C:27]([F:30])([F:31])[CH2:28][CH2:29]5)[n:18]([CH2:37][CH:34]5[CH2:35][CH2:36]5)[c:19]4[cH:20][cH:21]3)[CH2:9][CH2:10]2)[CH2:2][CH2:3][CH2:4]1. The solvent is O1CCCC1 (tetrahydrofuran). RXN SMILES: C[O:2][C:3](=[O:28])[C:4]1[CH:9]=[CH:8][C:7]([C@H:10]([C:21]2[CH:26]=[CH:25][CH:24]=[CH:23][C:22]=2[CH3:27])[CH2:11][C:12]([C:14]2[CH:19]=[CH:18][N:17]=[C:16]([CH3:20])[CH:15]=2)=[O:13])=[CH:6][CH:5]=1.[OH-].[Li+].[Cl-].[NH4+].C(OCC)(=O)C>O1CCCC1>[CH3:20][C:16]1[CH:15]=[C:14]([C:12](=[O:13])[CH2:11][C@H:10]([C:7]2[CH:6]=[CH:5][C:4]([C:3]([OH:28])=[O:2])=[CH:9][CH:8]=2)[C:21]2[CH:26]=[CH:25][CH:24]=[CH:23][C:22]=2[CH3:27])[CH:19]=[CH:18][N:17]=1 |f:1.2,3.4|. Product: CC1=NC=CC(=C1)C(C[C@@H](C1=C(C=CC=C1)C)C1=CC=C(C(=O)O)C=C1)=O (4-[(R)-3-(2-methyl-pyridin-4-yl)-3-oxo-1-o-tolyl-propyl]-benzoic acid). The reactants are COC(C1=CC=C(C=C1)[C@@H](CC(=O)C1=CC(=NC=C1)C)C1=C(C=CC=C1)C)=O (4-[(R)-3-(2-methyl-pyridin-4-yl)-3-oxo-1-o-tolyl-propyl]-benzoic acid methyl ester), [OH-].[Li+] (lithium hydroxide), [Cl-].[NH4+] (ammonium chloride), C(C)(=O)OCC (ethyl acetate). Procedure: To a solution of 4-[(R)-3-(2-methyl-pyridin-4-yl)-3-oxo-1-o-tolyl-propyl]-benzoic acid methyl ester (98 mg) in tetrahydrofuran (3 mL) was added 1 M aq. lithium hydroxide solution (2.62 mL). The reaction mixture was stirred at room temperature for 4 h. A saturated aq. solution of ammonium chloride and ethyl acetate were added, the phases were separated and the inorganic one was extracted with ethyl acetate (2×). The combined organic layers were washed with brine, dried over sodium sulfate, filter... Conditions: time 4 hour. Yields the product S(=O)(=O)([O-])C1=CC=C(C)C=C1.CC1=CC=C2C(=N1)[NH+]=C(S2)SC (5-methyl-2-methylthiothiazolo[4,5-b]pyridinium tosylate). Reported procedure: To 0.626 g of 2-methylthiothiazolo[4,5-b]pyridine (Smith, K., Lindsay, C., Morris, I. K., Matthews, I. and Pritchard, G. J., Sulfur Letters 17, 197-216 (1994)), is added 0.71 g methyl tosylate. The mixture is heated at 120° C. for one hour. After cooling, the resulting oily mixture is washed with 10 mL of ethyl acetate. After the ethyl acetate is decanted, Compound 5 is isolated as an oil. As a reaction SMILES: [CH3:1][S:2][C:3]1[S:4][C:5]2[C:6]([N:11]=1)=[N:7][CH:8]=[CH:9][CH:10]=2.[S:12]([C:17]1[CH:23]=[CH:22][C:20]([CH3:21])=[CH:19][CH:18]=1)([O:15][CH3:16])(=[O:14])=[O:13]>>[S:12]([C:17]1[CH:23]=[CH:22][C:20]([CH3:21])=[CH:19][CH:18]=1)([O-:15])(=[O:14])=[O:13].[CH3:16][C:8]1[N:7]=[C:6]2[NH+:11]=[C:3]([S:2][CH3:1])[S:4][C:5]2=[CH:10][CH:9]=1 |f:2.3|. Reaction conditions: temperature 120 celsius. Starting materials: CSC=1SC=2C(=NC=CC2)N1 (2-methylthiothiazolo[4,5-b]pyridine), S(=O)(=O)(OC)C1=CC=C(C)C=C1 (methyl tosylate). Reactants: CCOC(=O)C=C1CCCc2ccccc21, CCOC(=O)C=C1CCCc2ccccc21. Yields the product CCOC(=O)CC1CCCc2ccccc21. RXN SMILES: [C:17]([CH:18]=[C:19]1[CH2:20][CH2:21][CH2:22][c:23]2[c:24]1[cH:25][cH:26][cH:27][cH:28]2)([O:29][CH2:30][CH3:31])=[O:32].[C:1](=[O:2])([O:3][CH2:4][CH3:5])[CH:6]=[C:7]1[CH2:8][CH2:9][CH2:10][c:11]2[cH:12][cH:13][cH:14][cH:15][c:16]21>>[C:1](=[O:2])([O:3][CH2:4][CH3:5])[CH2:6][CH:7]1[CH2:8][CH2:9][CH2:10][c:11]2[cH:12][cH:13][cH:14][cH:15][c:16]21. Reactants: ClC1=NC(=CC2=CC(=C(C=C12)OC)OC)NC1=NNC(=C1)C1CC1 ((1-Chloro-6,7-dimethoxy-isoquinolin-3-yl)-(5-cyclopropyl-1H-pyrazol-3-yl)-amine), C(=C)(C)B1OC(C)(C)C(C)(C)O1 (isopropenylboronic acid pinacol ester). The product is C1(CC1)C1=CC(=NN1)NC=1N=C(C2=CC(=C(C=C2C1)OC)OC)C(=C)C ((5-Cyclopropyl-1H-pyrazol-3-yl)-(1-isopropenyl-6,7-dimethoxy-isoquinolin-3-yl)-amine). RXN SMILES: Cl[C:2]1[C:11]2[C:6](=[CH:7][C:8]([O:14][CH3:15])=[C:9]([O:12][CH3:13])[CH:10]=2)[CH:5]=[C:4]([NH:16][C:17]2[CH:21]=[C:20]([CH:22]3[CH2:24][CH2:23]3)[NH:19][N:18]=2)[N:3]=1.[C:25](B1OC(C)(C)C(C)(C)O1)([CH3:27])=[CH2:26]>>[CH:22]1([C:20]2[NH:19][N:18]=[C:17]([NH:16][C:4]3[N:3]=[C:2]([C:25]([CH3:27])=[CH2:26])[C:11]4[C:6]([CH:5]=3)=[CH:7][C:8]([O:14][CH3:15])=[C:9]([O:12][CH3:13])[CH:10]=4)[CH:21]=2)[CH2:24][CH2:23]1. Reported procedure: Similar procedure as described in example 131 was used, starting from (1-Chloro-6,7-dimethoxy-isoquinolin-3-yl)-(5-cyclopropyl-1H-pyrazol-3-yl)-amine and isopropenylboronic acid pinacol ester to give (5-Cyclopropyl-1H-pyrazol-3-yl)-(1-isopropenyl-6,7-dimethoxy-isoquinolin-3-yl)-amine. LC-MS m/e 351(MH+). Reported procedure: To a solution of 0.260 g of the above sodium (3R,4R)-3-[2-(2-chloroacetamidothiazol-4-yl)-2-methoxyiminoacetamido]-4-(1-methyl-1H-tetrazol-5-yl)thio-2-oxoazetidine-1-sulfonate in 20 ml of 50% methanol is added under ice-cooling 0.0597 g of sodium monomethyldithiocarbamate, and the mixture is stirred at room temperature for 5 hours. The same procedure as Example 3B yields 0.093 g of sodium (3R,4R)-3-[2-(2-aminothiazol-4-yl)-2-methoxyiminoacetamido]-4-(1-methyl-1H-tetrazol-5-yl)thio-2-oxoazetidine... Reaction SMILES: ClCC([NH:5][C:6]1[S:7][CH:8]=[C:9]([C:11](=[N:31][O:32][CH3:33])[C:12]([NH:14][C@H:15]2[C@@H:18]([S:19][C:20]3[N:24]([CH3:25])[N:23]=[N:22][N:21]=3)[N:17]([S:26]([O-:29])(=[O:28])=[O:27])[C:16]2=[O:30])=[O:13])[N:10]=1)=O.[Na+:34].CSC(=S)N.[Na]>CO>[NH2:5][C:6]1[S:7][CH:8]=[C:9]([C:11](=[N:31][O:32][CH3:33])[C:12]([NH:14][C@H:15]2[C@@H:18]([S:19][C:20]3[N:24]([CH3:25])[N:23]=[N:22][N:21]=3)[N:17]([S:26]([O-:29])(=[O:28])=[O:27])[C:16]2=[O:30])=[O:13])[N:10]=1.[Na+:34] |f:0.1,2.3,5.6,^1:39|. The solvent is CO (methanol). Yield: 41.4%. The product is NC=1SC=C(N1)C(C(=O)N[C@@H]1C(N([C@@H]1SC1=NN=NN1C)S(=O)(=O)[O-])=O)=NOC.[Na+] (sodium (3R,4R)-3-[2-(2-aminothiazol-4-yl)-2-methoxyiminoacetamido]-4-(1-methyl-1H-tetrazol-5-yl)thio-2-oxoazetidine-1-sulfonate). Run at time 5 hour. The reactants are ClCC(=O)NC=1SC=C(N1)C(C(=O)N[C@@H]1C(N([C@@H]1SC1=NN=NN1C)S(=O)(=O)[O-])=O)=NOC.[Na+] (sodium (3R,4R)-3-[2-(2-chloroacetamidothiazol-4-yl)-2-methoxyiminoacetamido]-4-(1-methyl-1H-tetrazol-5-yl)thio-2-oxoazetidine-1-sulfonate), CSC(N)=S.[Na] (sodium monomethyldithiocarbamate).